Dataset: the Open Reaction Database (ORD), a public repository of structured organic reaction records. Task: describe an organic reaction: reactants, conditions, products, and yield Reactants: CCOC(=O)c1cncc(Br)c1, CC(C)(C)P(c1ccccc1-c1ccccc1)C(C)(C)C, C1COCCO1, Cc1nc(-c2cccc(C(F)(F)F)c2)n2nc(N)ncc12, CC(C)(C)[O-], [Na+], O=C(C=Cc1ccccc1)C=Cc1ccccc1, O=C(C=Cc1ccccc1)C=Cc1ccccc1, O=C(C=Cc1ccccc1)C=Cc1ccccc1, [Pd], [Pd]. Yields the product CCOC(=O)c1cncc(Nc2ncc3c(C)nc(-c4cccc(C(F)(F)F)c4)n3n2)c1. As a reaction SMILES: [Br:22][c:23]1[cH:24][n:25][cH:26][c:27]([C:28](=[O:29])[O:30][CH2:31][CH3:32])[cH:33]1.[C:34]([P:35]([C:36]([CH3:37])([CH3:38])[CH3:39])[c:40]1[cH:41][cH:42][cH:43][cH:44][c:45]1-[c:46]1[cH:47][cH:48][cH:49][cH:50][cH:51]1)([CH3:52])([CH3:53])[CH3:54].[CH2:61]1[O:62][CH2:63][CH2:64][O:65][CH2:66]1.[CH3:1][c:2]1[n:3][c:4](-[c:12]2[cH:13][c:14]([C:18]([F:19])([F:20])[F:21])[cH:15][cH:16][cH:17]2)[n:5]2[n:6][c:7]([NH2:11])[n:8][cH:9][c:10]12.[CH3:55][C:56]([CH3:57])([O-:58])[CH3:59].[Na+:60].[O:105]=[C:106]([CH:107]=[CH:108][c:109]1[cH:110][cH:111][cH:112][cH:113][cH:114]1)[CH:115]=[CH:116][c:117]1[cH:118][cH:119][cH:120][cH:121][cH:122]1.[O:69]=[C:70]([CH:71]=[CH:72][c:73]1[cH:74][cH:75][cH:76][cH:77][cH:78]1)[CH:79]=[CH:80][c:81]1[cH:82][cH:83][cH:84][cH:85][cH:86]1.[O:87]=[C:88]([CH:89]=[CH:90][c:91]1[cH:92][cH:93][cH:94][cH:95][cH:96]1)[CH:97]=[CH:98][c:99]1[cH:100][cH:101][cH:102][cH:103][cH:104]1.[Pd:67].[Pd:68]>>[CH3:1][c:2]1[n:3][c:4](-[c:12]2[cH:13][c:14]([C:18]([F:19])([F:20])[F:21])[cH:15][cH:16][cH:17]2)[n:5]2[n:6][c:7]([NH:11][c:23]3[cH:24][n:25][cH:26][c:27]([C:28](=[O:29])[O:30][CH2:31][CH3:32])[cH:33]3)[n:8][cH:9][c:10]12. Reactants: C1(=CC=CC=C1)C=1N=C(SC1)CCCN (3-(4-phenylthiazol-2-yl)propan-1-amine), FC(C1=NC(=NO1)C=1C=C(C(=O)O)C=CC1)(F)F (3-(5-(trifluoromethyl)-1,2,4-oxadiazol-3-yl)benzoic acid). The product is C1(=CC=CC=C1)C=1N=C(SC1)CCCNC(C1=CC(=CC=C1)C1=NOC(=N1)C(F)(F)F)=O (N-(3-(4-Phenylthiazol-2-yl)propyl)-3-(5-(trifluoromethyl)-1,2,4-oxadiazol-3-yl)benzamide). Isolated yield 70.0%. As a reaction SMILES: [C:1]1([C:7]2[N:8]=[C:9]([CH2:12][CH2:13][CH2:14][NH2:15])[S:10][CH:11]=2)[CH:6]=[CH:5][CH:4]=[CH:3][CH:2]=1.[F:16][C:17]([F:33])([F:32])[C:18]1[O:22][N:21]=[C:20]([C:23]2[CH:24]=[C:25]([CH:29]=[CH:30][CH:31]=2)[C:26](O)=[O:27])[N:19]=1>>[C:1]1([C:7]2[N:8]=[C:9]([CH2:12][CH2:13][CH2:14][NH:15][C:26](=[O:27])[C:25]3[CH:29]=[CH:30][CH:31]=[C:23]([C:20]4[N:19]=[C:18]([C:17]([F:33])([F:32])[F:16])[O:22][N:21]=4)[CH:24]=3)[S:10][CH:11]=2)[CH:2]=[CH:3][CH:4]=[CH:5][CH:6]=1. Reported procedure: This compound was synthesized from 3-(4-phenylthiazol-2-yl)propan-1-amine and 3-(5-(trifluoromethyl)-1,2,4-oxadiazol-3-yl)benzoic acid as described in example 8 step 6 (100 mg, yield 70%). 1H NMR (400 MHz, CDCl3) δ 8.40 (m, 1H), 8.17-8.14 (m, 1H), 7.96-7.94 (m, 1H), 7.80-7.78 (m, 2H), 7.45-7.41 (m, 1H), 7.34-7.29 (m, 4H), 3.70-3.66 (q, J=6.3 Hz, 2H), 3.27-3.23 (t, J=6.7 Hz, 2H), 2.29-2.23 (m, 2H). MS (ESI) m/z: Calculated for C22H17F3N4O2S: 458.10. found: 459.2 (M+H)+.